This data is from the Open Reaction Database (ORD), a public repository of structured organic reaction records. The task is: describe an organic reaction: reactants, conditions, products, and yield Starting materials: P(=O)([O-])([O-])[O-].[Na+].[Na+].[Na+] (sodium phosphate), [Cl-].[Na+] (sodium chloride), C(C1=CC=CC=C1)O (benzyl alcohol), C[C@H](CCC(=O)O)[C@H]1CC[C@@H]2[C@@]1([C@H](C[C@H]3[C@H]2CC[C@H]4[C@@]3(CC[C@H](C4)O)C)O)C (deoxycholic acid). Yields the product C[C@H](CCC(=O)[O-])[C@H]1CC[C@@H]2[C@@]1([C@H](C[C@H]3[C@]2(CC[C@H]4[C@@]3(CC[C@H](C4)O)C)C)O)C.[Na+] (sodium deoxycholate). As a reaction SMILES: P([O-])([O-])([O-])=O.[Na+:6].[Na+].[Na+].[Cl-].[Na+].[CH2:11](O)C1C=CC=CC=1.[CH3:19][C@@H:20]([C@@H:26]1[C@@:30]2([CH3:46])[C@@H:31]([OH:45])[CH2:32][C@@H:33]3[C@@:38]4([CH3:44])[CH2:39][CH2:40][C@@H:41]([OH:43])[CH2:42][C@H:37]4[CH2:36][CH2:35][C@H:34]3[C@@H:29]2[CH2:28][CH2:27]1)[CH2:21][CH2:22][C:23]([OH:25])=[O:24]>>[CH3:19][C@@H:20]([C@@H:26]1[C@@:30]2([CH3:46])[C@@H:31]([OH:45])[CH2:32][C@@H:33]3[C@@:38]4([CH3:44])[CH2:39][CH2:40][C@@H:41]([OH:43])[CH2:42][C@H:37]4[CH2:36][CH2:35][C@@:34]3([CH3:11])[C@@H:29]2[CH2:28][CH2:27]1)[CH2:21][CH2:22][C:23]([O-:25])=[O:24].[Na+:6] |f:0.1.2.3,4.5,8.9|. Procedure: A composition of sodium deoxycholate (0.5% and 1%) was prepared comprising sodium phosphate (10 mM), sodium chloride (75-90 mM), benzyl alcohol (0.9%), deoxycholic acid, pH 8.3. Starting materials: ClC=1C=C(C2=C(C(C(O2)(C)C)=O)C1)CO (5-chloro-7-(hydroxymethyl)-2,2-dimethylbenzofuran-3(2H)-one), S(=O)(Cl)Cl (thionyl chloride). Procedure: A solution of 5-chloro-7-(hydroxymethyl)-2,2-dimethylbenzofuran-3(2H)-one (656) (278 mg, 1.23 mmol) in neat thionyl chloride (5 mL) was stirred at room temperature for 48 hours. The reaction was concentrated to obtain 5-chloro-7-(chloromethyl)-2,2-dimethylbenzofuran-3(2H)-one (657) as a brown/grey solid. The product is ClC=1C=C(C2=C(C(C(O2)(C)C)=O)C1)CCl (5-chloro-7-(chloromethyl)-2,2-dimethylbenzofuran-3(2H)-one). As a reaction SMILES: [Cl:1][C:2]1[CH:3]=[C:4]([CH2:14]O)[C:5]2[O:9][C:8]([CH3:11])([CH3:10])[C:7](=[O:12])[C:6]=2[CH:13]=1.S(Cl)([Cl:18])=O>>[Cl:1][C:2]1[CH:3]=[C:4]([CH2:14][Cl:18])[C:5]2[O:9][C:8]([CH3:11])([CH3:10])[C:7](=[O:12])[C:6]=2[CH:13]=1. Reaction SMILES: N=O.N.O[CH2:5][C:6](CO)(CO)CO.OCC(CO)(CO)C.OC1C=CC(C(C2C=CC(O)=CC=2)(C2C=CC(O)=CC=2)C)=CC=1.C(N)CN.C([Si](C=C)(C=C)C=C)=C.C([O:60][C:61]1[CH:62]=[C:63]([CH:67]=[C:68]([O:70]C(=O)C)[CH:69]=1)[C:64]([OH:66])=O)(=O)C.NC(CC)C(N)=O>>[OH:70][C:68]1[CH:67]=[C:63]([CH:62]=[C:61]([OH:60])[CH:69]=1)[CH:64]([OH:66])[CH2:5][CH3:6]. Reactants: OC1=CC=C(C=C1)C(C)(C1=CC=C(C=C1)O)C1=CC=C(C=C1)O (1,1,1-tris-(4-hydroxyphenyl)-ethane), amidoamines, diethylene diimine, aromatic rings, ethers, polyethyleneimines, OCC(CO)(CO)CO (pentaerythritol), III, OCC(C)(CO)CO (tris-(hydroxymethyl)ethane), alcohols, ethylenediimine, C(=C)[Si](C=C)(C=C)C=C (tetravinylsilane), C(C)(=O)OC=1C=C(C(=O)O)C=C(C1)OC(C)=O (3,5-diacetoxybenzoic acid), polyphenylenes, NC(C(=O)N)CC (amino-ethyl acetamide), amine, C(CN)N (ethylene diamine), imines, amines, benzoic acids, N=O (nitroxyl), N (ammonia). The product is OC=1C=C(C(CC)O)C=C(C1)O (3,5-dihydroxyethyl benzyl alcohol), siloxanes. Reported procedure: The dendrimers selected for the toner additives of the present invention are, for example, illustrated in the documents mentioned herein. Dendrimers are known, and can be considered radially symmetrical molecules of a STARBURST™ topology comprised of an initiator core, such as nitrogen, ethylenediimine, silicon, and the like, interior layers attached to the core and comprised of, for example, three, four or more arms, each arm being composed of repeating units with the number of repeating units ... Product: FC=1C=C(NC1)C(=O)OC (methyl 4-fluoro-1H-pyrrole-2-carboxylate). Run in C1CCOC1 (THF). Run at temperature 70 celsius. Reagents/catalysts: [O-2].[O-2].[Mn+4] (manganese dioxide). Procedure details: To solution of (R)-methyl 4,4-difluoropyrrolidine-2-carboxylate (2.00 g, 12.11 mmol) in THF (40 mL) was added manganese dioxide (8.42 g, 97 mmol) and the resulting mixture was heated at reflux (oil bath temp ˜70° C.) for 3 h. After cooling to rt, the reaction mixture was filtered through a pad of Celite, rinsed with additional THF (20 mL×4), and DCM (40 mL×4) and the resulting filtrate was concentrated under vacuum to afford a dark brown oil as the crude product which was purified via flash sili... Isolated yield 56.5%. RXN SMILES: [F:1][C:2]1(F)[CH2:6][NH:5][C@@H:4]([C:7]([O:9][CH3:10])=[O:8])[CH2:3]1>C1COCC1.[O-2].[O-2].[Mn+4]>[F:1][C:2]1[CH:3]=[C:4]([C:7]([O:9][CH3:10])=[O:8])[NH:5][CH:6]=1 |f:2.3.4|. Reactants: FC1(C[C@@H](NC1)C(=O)OC)F ((R)-methyl 4,4-difluoropyrrolidine-2-carboxylate). The reactants are O (water), C1(=CC=CC=C1)O (phenol), C(=O)([O-])[O-].[K+].[K+] (K2CO3), ClC=1C=C(C(=NC1)[N+](=O)[O-])OCC1CCCC1 (5-Chloro-3-cyclopentylmethoxy-2-nitro-pyridine). Solvent: CN(C)C=O (DMF). Reaction conditions: temperature 100 celsius. The product is C1(CCCC1)COC=1C(=NC=C(C1)OC1=CC=CC=C1)[N+](=O)[O-] (3-Cyclopentylmethoxy-2-nitro-5-phenoxy-pyridine). Isolated yield 94.0%. As a reaction SMILES: Cl[C:2]1[CH:3]=[C:4]([O:11][CH2:12][CH:13]2[CH2:17][CH2:16][CH2:15][CH2:14]2)[C:5]([N+:8]([O-:10])=[O:9])=[N:6][CH:7]=1.[C:18]1([OH:24])[CH:23]=[CH:22][CH:21]=[CH:20][CH:19]=1.C([O-])([O-])=O.[K+].[K+].O>CN(C=O)C>[CH:13]1([CH2:12][O:11][C:4]2[C:5]([N+:8]([O-:10])=[O:9])=[N:6][CH:7]=[C:2]([O:24][C:18]3[CH:23]=[CH:22][CH:21]=[CH:20][CH:19]=3)[CH:3]=2)[CH2:17][CH2:16][CH2:15][CH2:14]1 |f:2.3.4|. Reported procedure: 5-Chloro-3-cyclopentylmethoxy-2-nitro-pyridine (1.3 mmol) is dissolved in DMF (10 ml), phenol (3 eq.) and K2CO3 (4 eq.) is added. The reaction is heated to 100° C. in the microwave for 45 min. The reaction solution is pored into water and extracted with methyl-tert.-butyl ether. The combined organic layers are washed with brine, dried over MgSO4 and the solvent is removed in vacuo. 3-Cyclopentylmethoxy-2-nitro-5-phenoxy-pyridine is obtained after column chromatography (heptane/ethyl acetate) as ... Reactants: O (water), P(O)(=O)(OP(=O)(O)OP(=O)(O)O)OC[C@@H]1[C@H](C[C@@H](O1)N1C(=O)NC(=O)C(=C1)CC=CN)O (5-(3-aminoallyl)-2′-deoxyuridine-5′-triphosphate), ester. Solvent: C([O-])([O-])=O.[Na+].[Na+].C([O-])(O)=O (sodium carbonate bicarbonate), CS(=O)C (DMSO). Conditions: time 2.5 hour. Yields the product P(O)(=O)(OP(=O)(O)OP(=O)(O)O)OC[C@@H]1[C@H](C[C@@H](O1)N1C(=O)NC(=O)C=C1)O (2′-Deoxyuridine Triphosphate). RXN SMILES: O.[P:2]([O:14][CH2:15][C@H:16]1[O:20][C@@H:19]([N:21]2[CH:28]=[C:27](CC=CN)[C:25](=[O:26])[NH:24][C:22]2=[O:23])[CH2:18][C@@H:17]1[OH:33])([O:5][P:6]([O:9][P:10]([OH:13])([OH:12])=[O:11])([OH:8])=[O:7])(=[O:4])[OH:3]>CS(C)=O.C(=O)([O-])[O-].[Na+].[Na+].C(=O)(O)[O-]>[P:2]([O:14][CH2:15][C@H:16]1[O:20][C@@H:19]([N:21]2[CH:28]=[CH:27][C:25](=[O:26])[NH:24][C:22]2=[O:23])[CH2:18][C@@H:17]1[OH:33])([O:5][P:6]([O:9][P:10]([OH:12])([OH:13])=[O:11])([OH:8])=[O:7])(=[O:3])[OH:4] |f:3.4.5.6|. Procedure: Dye-PC NHS ester (3 equivalents) dissolved in DMSO or other water miscible solvent is added to a solution of 5-(3-aminoallyl)-2′-deoxyuridine-5′-triphosphate in 0.1M sodium carbonate/bicarbonate buffer (pH 8.5). Mixture is stirred at room temperature for 2-3 h and crude reaction is purified by reversed-phase HPLC. Reactants: O (water), Cl (HCl), C(C)OC(=O)COC1=C(C=CC=C1)N1C(C(N=C(C2=C1C(=CC=C2)C)C2=C(C=CC=C2)F)(NC(=O)NC2=CC(=CC=C2)C2=NN=NN2C(C2=CC=CC=C2)(C2=CC=CC=C2)C2=CC=CC=C2)C=C=O)=O (N-[(3RS)-1-(2-ethoxycabonylmethoxyphenyl)-carbonylmethyl-2,3-dihydro-5-(2-fluorophenyl)-9-methyl-2-oxo-1H-1,4-benzodiazepin-3-yl]-N′-{3-[1-(triphenylmethyl)tetrazol-5-yl]phenyl}urea), [OH-].[Na+] (NaOH). The solvent is C(C)(=O)OCC (Ethyl acetate), C(C)(=O)OCC (ethyl acetate), COCCOC (1,2-dimethoxyethane). Conditions: time 8 hour. Yields the product FC1=C(C=CC=C1)C1=NC(C(N(C2=C1C=CC=C2C)C2=C(C=CC=C2)OCC(=O)O)=O)(NC(=O)NC2=CC(=CC=C2)C2=NN=NN2)C=C=O (N-[(3RS)-2,3-dihydro-5-(2-fluorophenyl)-1-(2-carboxymethoxyphenyl)-carbonylmethyl-9-methyl-2-oxo-1H-1,4-benzodiazepin-3-yl]-N′-[3-(tetrazol-5-yl)phenyl]urea). Isolated yield 47.5%. RXN SMILES: C([O:3][C:4]([CH2:6][O:7][C:8]1[CH:13]=[CH:12][CH:11]=[CH:10][C:9]=1[N:14]1[C:20]2[C:21]([CH3:25])=[CH:22][CH:23]=[CH:24][C:19]=2[C:18]([C:26]2[CH:31]=[CH:30][CH:29]=[CH:28][C:27]=2[F:32])=[N:17][C:16]([CH:67]=[C:68]=[O:69])([NH:33][C:34]([NH:36][C:37]2[CH:42]=[CH:41][CH:40]=[C:39]([C:43]3[N:47](C(C4C=CC=CC=4)(C4C=CC=CC=4)C4C=CC=CC=4)[N:46]=[N:45][N:44]=3)[CH:38]=2)=[O:35])[C:15]1=[O:70])=[O:5])C.[OH-].[Na+].Cl.O>COCCOC.C(OCC)(=O)C>[F:32][C:27]1[CH:28]=[CH:29][CH:30]=[CH:31][C:26]=1[C:18]1[C:19]2[CH:24]=[CH:23][CH:22]=[C:21]([CH3:25])[C:20]=2[N:14]([C:9]2[CH:10]=[CH:11][CH:12]=[CH:13][C:8]=2[O:7][CH2:6][C:4]([OH:5])=[O:3])[C:15](=[O:70])[C:16]([CH:67]=[C:68]=[O:69])([NH:33][C:34]([NH:36][C:37]2[CH:42]=[CH:41][CH:40]=[C:39]([C:43]3[NH:47][N:46]=[N:45][N:44]=3)[CH:38]=2)=[O:35])[N:17]=1 |f:1.2|. Procedure: A mixture of N-[(3RS)-1-(2-ethoxycabonylmethoxyphenyl)-carbonylmethyl-2,3-dihydro-5-(2-fluorophenyl)-9-methyl-2-oxo-1H-1,4-benzodiazepin-3-yl]-N′-{3-[1-(triphenylmethyl)tetrazol-5-yl]phenyl}urea (196 mg) and 1N NaOH in 1,2-dimethoxyethane (2 ml) was stirred at room temperature overnight. 4N-HCl in ethyl acetate (2 ml) was added to the reaction mixture and stirred at room temperature for three days. Ethyl acetate and water were added to the reaction mixture. The separated organic layer was washed...